describe an organic reaction: reactants, conditions, products, and yield From a dataset of the Open Reaction Database (ORD), a public repository of structured organic reaction records. Reactants: C1CCOC1, CC1C(=O)NCCc2c1[nH]c1cc(F)ccc21. The product is CC1CNCCc2c1[nH]c1cc(F)ccc21. As a reaction SMILES: [CH2:18]1[O:19][CH2:20][CH2:21][CH2:22]1.[F:1][c:2]1[cH:3][cH:4][c:5]2[c:6]3[c:7]([nH:8][c:9]2[cH:10]1)[CH:11]([CH3:17])[C:12](=[O:16])[NH:13][CH2:14][CH2:15]3>>[F:1][c:2]1[cH:3][cH:4][c:5]2[c:6]3[c:7]([nH:8][c:9]2[cH:10]1)[CH:11]([CH3:17])[CH2:12][NH:13][CH2:14][CH2:15]3. Reactants: [Si](C)(C)(C(C)(C)C)O[C@H]1C[C@@H](CC2=CC=C3[C@@H]4CC=C([C@H](C)OC\C=C\C(C)(O[Si](CC)(CC)CC)C)[C@]4(CC[C@@H]3[C@@]12C)C)O[Si](C)(C)C(C)(C)C (1α,3β-bis(tert-butyldimethylsilyloxy)-20(S)-{(E)-(4-methyl-4-triethylsilyloxy-2-pentenyloxy)}pregna-5,7,16-triene), [F-].C(CCC)[N+](CCCC)(CCCC)CCCC (tetra-n-butylammonium fluoride). Run in O1CCCC1 (tetrahydrofuran), O1CCCC1 (tetrahydrofuran). Yields the product O[C@H]1C[C@@H](CC2=CC=C3[C@@H]4CC=C([C@H](C)OC\C=C\C(C)(C)O)[C@]4(CC[C@@H]3[C@@]12C)C)O (1α,3β-dihydroxy-20(S)-{(E)-(4-hydroxy-4-methyl-2-pentenyloxy)}pregna-5,7,16-triene). Yield: 34.3%. RXN SMILES: [Si]([O:8][C@@H:9]1[C@@:42]2([CH3:43])[C:13](=[CH:14][CH:15]=[C:16]3[C@@H:41]2[CH2:40][CH2:39][C@@:38]2([CH3:44])[C@H:17]3[CH2:18][CH:19]=[C:20]2[C@@H:21]([O:23][CH2:24]/[CH:25]=[CH:26]/[C:27]([CH3:37])([O:29][Si](CC)(CC)CC)[CH3:28])[CH3:22])[CH2:12][C@@H:11]([O:45][Si](C(C)(C)C)(C)C)[CH2:10]1)(C(C)(C)C)(C)C.[F-].C([N+](CCCC)(CCCC)CCCC)CCC>O1CCCC1>[OH:8][C@@H:9]1[C@@:42]2([CH3:43])[C:13](=[CH:14][CH:15]=[C:16]3[C@@H:41]2[CH2:40][CH2:39][C@@:38]2([CH3:44])[C@H:17]3[CH2:18][CH:19]=[C:20]2[C@@H:21]([O:23][CH2:24]/[CH:25]=[CH:26]/[C:27]([OH:29])([CH3:28])[CH3:37])[CH3:22])[CH2:12][C@@H:11]([OH:45])[CH2:10]1 |f:1.2|. Procedure details: By the same procedure as in Example 9, 1α,3β-bis(tert-butyldimethylsilyloxy)-20(S)-{(E)-(4-methyl-4-triethylsilyloxy-2-pentenyloxy)}pregna-5,7,16-triene (83.0 mg, 0.108 mmol), tetrahydrofuran (3 ml) and 1M tetra-n-butylammonium fluoride solution in tetrahydrofuran (2 ml) were reacted (heating under reflux for 5.5 hours) and worked up, and then the residue was purified by preparative thin layer chromatography (0.5 mm×1, dichloromethane:ethyl acetate:ethanol=20:80:1, developed once) to give the ti... Reactants: C(#N)C1=CC2=C(N(C([C@H]([C@@H](N2C(=O)C2CCOCC2)C)NC(OC(C)(C)C)=O)=O)CC2=C(C=NC3=CC=CC=C23)C2CC2)C=C1 (tert-butyl(3S,4S)-7-cyano-1-((3-cyclopropylquinolin-4-yl)methyl)-4-methyl-2-oxo-5-(tetrahydro-2H-pyran-4-carbonyl)-2,3,4,5-tetrahydro-1H-benzo[b][1,4]diazepin-3-ylcarbamate), Cl (HCl). Run in O1CCOCC1 (dioxane), CCOCC (Et2O). Product: Cl.Cl.N[C@H]1[C@@H](N(C2=C(N(C1=O)CC1=C(C=NC3=CC=CC=C13)C1CC1)C=CC(=C2)C#N)C(=O)C2CCOCC2)C ((3S,4S)-3-amino-1-((3-cyclopropylquinolin-4-yl)methyl)-4-methyl-2-oxo-5-(tetrahydro-2H-pyran-4-carbonyl)-2,3,4,5-tetrahydro-1H-benzo[b][1,4]diazepine-7-carbonitrile dihydrochloride). The yield is 91.0%. Reaction SMILES: [C:1]([C:3]1[CH:45]=[CH:44][C:6]2[N:7]([CH2:30][C:31]3[C:40]4[C:35](=[CH:36][CH:37]=[CH:38][CH:39]=4)[N:34]=[CH:33][C:32]=3[CH:41]3[CH2:43][CH2:42]3)[C:8](=[O:29])[C@@H:9]([NH:21]C(=O)OC(C)(C)C)[C@H:10]([CH3:20])[N:11]([C:12]([CH:14]3[CH2:19][CH2:18][O:17][CH2:16][CH2:15]3)=[O:13])[C:5]=2[CH:4]=1)#[N:2].[ClH:46]>O1CCOCC1.CCOCC>[ClH:46].[ClH:46].[NH2:21][C@@H:9]1[C:8](=[O:29])[N:7]([CH2:30][C:31]2[C:40]3[C:35](=[CH:36][CH:37]=[CH:38][CH:39]=3)[N:34]=[CH:33][C:32]=2[CH:41]2[CH2:43][CH2:42]2)[C:6]2[CH:44]=[CH:45][C:3]([C:1]#[N:2])=[CH:4][C:5]=2[N:11]([C:12]([CH:14]2[CH2:15][CH2:16][O:17][CH2:18][CH2:19]2)=[O:13])[C@H:10]1[CH3:20] |f:4.5.6|. Reported procedure: A rt solution of tert-butyl(3S,4S)-7-cyano-1-((3-cyclopropylquinolin-4-yl)methyl)-4-methyl-2-oxo-5-(tetrahydro-2H-pyran-4-carbonyl)-2,3,4,5-tetrahydro-1H-benzo[b][1,4]diazepin-3-ylcarbamate (69 mg, 113 μmol) in 4 M HCl in dioxane (566 μl) was stirred for 2 h. The reaction was diluted with Et2O and the solids were collected by vacuum filtration to provide (3S,4S)-3-amino-1-((3-cyclopropylquinolin-4-yl)methyl)-4-methyl-2-oxo-5-(tetrahydro-2H-pyran-4-carbonyl)-2,3,4,5-tetrahydro-1H-benzo[b][1,4]dia... Reaction SMILES: [F:1][C@@:2]1([CH2:15][OH:16])[CH2:7][CH2:6][CH2:5][N:4]([C:8]([O:10][C:11]([CH3:14])([CH3:13])[CH3:12])=[O:9])[CH2:3]1.[H-].[Na+].Cl[C:20]1[N:29]=[C:28]([Cl:30])[CH:27]=[C:26]2[C:21]=1[CH:22]=[CH:23][CH:24]=[N:25]2>CN(C=O)C.C(Cl)Cl>[Cl:30][C:28]1[CH:27]=[C:26]2[C:21]([CH:22]=[CH:23][CH:24]=[N:25]2)=[C:20]([O:16][CH2:15][C@:2]2([F:1])[CH2:7][CH2:6][CH2:5][N:4]([C:8]([O:10][C:11]([CH3:12])([CH3:13])[CH3:14])=[O:9])[CH2:3]2)[N:29]=1 |f:1.2|. Reported procedure: To an ice cooled solution of 1,1-dimethylethyl (3S)-3-fluoro-3-(hydroxymethyl)-1-piperidinecarboxylate (1.406 g, 6.03 mmol) in DMF (20 ml) was added sodium hydride (0.313 g, 7.84 mmol) (60% dispersion in mineral oil). This was stirred for 15 min before adding 5,7-dichloro-1,6-naphthyridine (1.2 g, 6.03 mmol). This was warmed to room temp and stirred for 4 h. The reaction had gone to completion and so was cautiously quenched with aqueous ammonium chloride before partitioning between aqueous ammon... Run at time 15 minute. Starting materials: ClC1=C2C=CC=NC2=CC(=N1)Cl (5,7-dichloro-1,6-naphthyridine), ice, F[C@@]1(CN(CCC1)C(=O)OC(C)(C)C)CO (1,1-dimethylethyl (3S)-3-fluoro-3-(hydroxymethyl)-1-piperidinecarboxylate), [H-].[Na+] (sodium hydride). Yield: 80.0%. Solvent: CN(C)C=O (DMF), C(Cl)Cl (DCM). Product: ClC1=NC(=C2C=CC=NC2=C1)OC[C@]1(CN(CCC1)C(=O)OC(C)(C)C)F (1,1-Dimethylethyl (3S)-3-{[(7-chloro-1,6-naphthyridin-5-yl)oxy]methyl}-3-fluoro-1-piperidinecarboxylate). The reactants are CCCCCCCCBr, CCCCCCCCOc1cc2c(c(F)n1)C(=O)C(c1ncc(O)cn1)CC2, [H-], [Na+], CN(C)C=O, O. Yields the product CCCCCCCCOc1cnc(C2CCc3cc(OCCCCCCCC)nc(F)c3C2=O)nc1. RXN SMILES: [CH2:31]([CH2:32][CH2:33][CH2:34][CH2:35][CH2:36][CH2:37][CH3:38])[Br:39].[F:1][c:2]1[n:3][c:4]([O:20][CH2:21][CH2:22][CH2:23][CH2:24][CH2:25][CH2:26][CH2:27][CH3:28])[cH:5][c:6]2[c:11]1[C:10](=[O:12])[CH:9]([c:13]1[n:14][cH:15][c:16]([OH:19])[cH:17][n:18]1)[CH2:8][CH2:7]2.[H-:29].[Na+:30].[O:41]=[CH:42][N:43]([CH3:44])[CH3:45].[OH2:40]>>[F:1][c:2]1[n:3][c:4]([O:20][CH2:21][CH2:22][CH2:23][CH2:24][CH2:25][CH2:26][CH2:27][CH3:28])[cH:5][c:6]2[c:11]1[C:10](=[O:12])[CH:9]([c:13]1[n:14][cH:15][c:16]([O:19][CH2:31][CH2:32][CH2:33][CH2:34][CH2:35][CH2:36][CH2:37][CH3:38])[cH:17][n:18]1)[CH2:8][CH2:7]2.